From a dataset of the Open Reaction Database (ORD), a public repository of structured organic reaction records. describe an organic reaction: reactants, conditions, products, and yield The reactants are CC(=O)Cl, CCN(C(C)C)C(C)C, ClCCl, Cc1cc(F)ccc1-c1cc(N2CCC(N)CC2)ncc1N(C)C(=O)C(C)(C)c1cc(C(F)(F)F)cc(C(F)(F)F)c1. Product: CC(=O)NC1CCN(c2cc(-c3ccc(F)cc3C)c(N(C)C(=O)C(C)(C)c3cc(C(F)(F)F)cc(C(F)(F)F)c3)cn2)CC1. RXN SMILES: [CH3:52][C:53]([Cl:54])=[O:55].[CH:43]([N:44]([CH2:45][CH3:46])[CH:47]([CH3:48])[CH3:49])([CH3:50])[CH3:51].[Cl:56][CH2:57][Cl:58].[NH2:1][CH:2]1[CH2:3][CH2:4][N:5]([c:8]2[n:9][cH:10][c:11]([N:22]([C:23]([C:24]([CH3:25])([CH3:26])[c:27]3[cH:28][c:29]([C:37]([F:38])([F:39])[F:40])[cH:30][c:31]([C:33]([F:34])([F:35])[F:36])[cH:32]3)=[O:41])[CH3:42])[c:12](-[c:14]3[c:15]([CH3:21])[cH:16][c:17]([F:20])[cH:18][cH:19]3)[cH:13]2)[CH2:6][CH2:7]1>>[NH:1]([CH:2]1[CH2:3][CH2:4][N:5]([c:8]2[n:9][cH:10][c:11]([N:22]([C:23]([C:24]([CH3:25])([CH3:26])[c:27]3[cH:28][c:29]([C:37]([F:38])([F:39])[F:40])[cH:30][c:31]([C:33]([F:34])([F:35])[F:36])[cH:32]3)=[O:41])[CH3:42])[c:12](-[c:14]3[c:15]([CH3:21])[cH:16][c:17]([F:20])[cH:18][cH:19]3)[cH:13]2)[CH2:6][CH2:7]1)[C:53]([CH3:52])=[O:55]. Reactants: ClC1=C(C=CC(=C1)Cl)C(=NO)Cl (2,4-dichloro-N-hydroxybenzenecarboximidoyl chloride), N1=CC(=CC=C1)C(C#CC1=CC(=CC=C1)Cl)O (1-(3-pyridyl)-3-(3-chlorophenyl)-2-propyn-1-ol), C([O-])(O)=O.[Na+] (sodium bicarbonate), ClC1=C(C=CC(=C1)Cl)C(=NO)Cl (2,4-dichloro-N-hydroxybenzenecarboximidoyl chloride), C([O-])(O)=O.[Na+] (sodium bicarbonate). Run in C(C)(C)O (isopropyl alcohol), CCOCC (ether). Run at temperature 55 celsius, time 20 hour. Yields the product ClC=1C=C(C=CC1)C1=C(C(=NO1)C1=C(C=C(C=C1)Cl)Cl)C(O)C=1C=NC=CC1 (5-(3-chlorophenyl)-3-(2,4-dichlorophenyl)-4-[(3-pyridyl)hydroxymethyl]isoxazole). Isolated yield 16.7%. RXN SMILES: [Cl:1][C:2]1[CH:7]=[C:6]([Cl:8])[CH:5]=[CH:4][C:3]=1[C:9](Cl)=[N:10][OH:11].[N:13]1[CH:18]=[CH:17][CH:16]=[C:15]([CH:19]([OH:29])[C:20]#[C:21][C:22]2[CH:27]=[CH:26][CH:25]=[C:24]([Cl:28])[CH:23]=2)[CH:14]=1.C(=O)(O)[O-].[Na+]>C(O)(C)C.CCOCC>[Cl:28][C:24]1[CH:23]=[C:22]([C:21]2[O:11][N:10]=[C:9]([C:3]3[CH:4]=[CH:5][C:6]([Cl:8])=[CH:7][C:2]=3[Cl:1])[C:20]=2[CH:19]([C:15]2[CH:14]=[N:13][CH:18]=[CH:17][CH:16]=2)[OH:29])[CH:27]=[CH:26][CH:25]=1 |f:2.3|. Procedure details: A mixture of 53 mg (0.24 mmol) of 2,4-dichloro-N-hydroxybenzenecarboximidoyl chloride, 50 mg (0.21 mmol) of 1-(3-pyridyl)-3-(3-chlorophenyl)-2-propyn-1-ol, and 26 mg (0.31 mmol) of sodium bicarbonate in 2.5 mL of isopropyl alcohol was heated at 55° C. on a rotary table shaker equipped with a heated sand bath. After 20 hrs, an additional 20 mg of 2,4-dichloro-N-hydroxybenzenecarboximidoyl chloride and 10 mg of sodium bicarbonate was added, and the reaction mixture was stirred and heated for anoth... Run in ClCCl (dichloromethane). Reaction SMILES: S(Cl)([Cl:3])=O.[C:5]1([C:11]2[CH:15]=[C:14]([CH2:16]O)[NH:13][N:12]=2)[CH:10]=[CH:9][CH:8]=[CH:7][CH:6]=1>CN(C)C=O.ClCCl>[Cl:3][CH2:16][C:14]1[NH:13][N:12]=[C:11]([C:5]2[CH:10]=[CH:9][CH:8]=[CH:7][CH:6]=2)[CH:15]=1. Procedure details: At 20° C., 6.1 ml of thionyl chloride and 10 drops of dimethylformamide are added to a solution of 7.3 g (42.0 mmol) of (3-phenyl-1H-pyrazol-5-yl)methanol in 220 ml of dichloromethane. The mixture is then boiled under reflux for 12 h. The solvent is then removed from the reaction mixture. The residue is taken up in 100 ml of dichloromethane, and a saturated sodium bicarbonate solution is added to the mixture until a pH of from 6 to 7 is established. The mixture is then freed from the solvent und... The product is ClCC1=CC(=NN1)C1=CC=CC=C1 (5-(Chloromethyl)-3-phenyl-1H-pyrazole). The reagents and catalysts are CN(C=O)C (dimethylformamide). Reactants: P(HCOOH), S(=O)(Cl)Cl (thionyl chloride), C1(=CC=CC=C1)C1=NNC(=C1)CO ((3-phenyl-1H-pyrazol-5-yl)methanol). Reactants: CN(C)C=O, [Na+], [OH-], O, Oc1cccc2[nH]ccc12, O=P(Cl)(Cl)Cl. Yields the product O=Cc1c[nH]c2cccc(O)c12. RXN SMILES: [CH3:19][N:20]([CH:21]=[O:22])[CH3:23].[Na+:18].[OH-:17].[OH2:16].[OH:6][c:7]1[c:8]2[cH:9][cH:10][nH:11][c:12]2[cH:13][cH:14][cH:15]1.[P:1]([Cl:2])([Cl:3])([Cl:4])=[O:5]>>[OH:6][c:7]1[c:8]2[c:9]([CH:21]=[O:22])[cH:10][nH:11][c:12]2[cH:13][cH:14][cH:15]1.